Dataset: the Open Reaction Database (ORD), a public repository of structured organic reaction records. Task: describe an organic reaction: reactants, conditions, products, and yield Starting materials: ClC=1C=C2C=CNC2=CC1 (5-chloro-1H-indole), C1=CCN2C=CC(C=C12)=O (7-indolizinone). Product: C1CCN2CC=C(CC12)C1=CNC2=CC=C(C=C12)Cl (3-(1,2,3,4,5,8-Hexahydroindolizin-7-yl)-5-chloro-1H-indole). RXN SMILES: [Cl:1][C:2]1[CH:3]=[C:4]2[C:8](=[CH:9][CH:10]=1)[NH:7][CH:6]=[CH:5]2.[CH:11]1[C:19]2[N:14]([CH:15]=[CH:16][C:17](=O)[CH:18]=2)[CH2:13][CH:12]=1>>[CH2:11]1[CH:19]2[N:14]([CH2:15][CH:16]=[C:17]([C:5]3[C:4]4[C:8](=[CH:9][CH:10]=[C:2]([Cl:1])[CH:3]=4)[NH:7][CH:6]=3)[CH2:18]2)[CH2:13][CH2:12]1. Reported procedure: The 5-chloro-1H-indole (1.00 g, 6.63 mmol) and 7-indolizinone (1.39 g, 9.95 mmol) were converted to product by the procedure of Example 2 to give 595 mg. (33.1%). The reactants are C(C1=CC=CC=C1)N1C(C2=CC=CC=C2CC1)(C1=CC=CC=C1)C1=CC=CC=C1 (2-benzyl-1,1-diphenyl-1,2,3,4-tetrahydroisoquinoline). Reagents/catalysts: [Pd] (Pd), [Pd] (Pd). Solvent: C1CCOC1.CO (THF MeOH). Conditions: time 16 hour. Yields the product C1(=CC=CC=C1)C1(NCCC2=CC=CC=C12)C1=CC=CC=C1 (1,1-diphenyl-1,2,3,4-tetrahydroisoquinoline). The yield is 24.6%. As a reaction SMILES: C([N:8]1[CH2:17][CH2:16][C:15]2[C:10](=[CH:11][CH:12]=[CH:13][CH:14]=2)[C:9]1([C:24]1[CH:29]=[CH:28][CH:27]=[CH:26][CH:25]=1)[C:18]1[CH:23]=[CH:22][CH:21]=[CH:20][CH:19]=1)C1C=CC=CC=1>[Pd].C1COCC1.CO>[C:24]1([C:9]2([C:18]3[CH:19]=[CH:20][CH:21]=[CH:22][CH:23]=3)[C:10]3[C:15](=[CH:14][CH:13]=[CH:12][CH:11]=3)[CH2:16][CH2:17][NH:8]2)[CH:25]=[CH:26][CH:27]=[CH:28][CH:29]=1 |f:2.3|. Procedure: 10% Pd-supported carbon (900 mg) was added to a solution of 2-benzyl-1,1-diphenyl-1,2,3,4-tetrahydroisoquinoline (1.81 g) in a 2:1 THF-MeOH mixture (30 mL). The mixture was stirred under a hydrogen atmosphere at room temperature for 16 hours. Further, 10% Pd-supported carbon (900 mg) was added to the mixture, followed by stirring for 8 hours. The reaction mixture was filtered through celite, and the filtrate was concentrated under reduced pressure. The residue was purified by silica gel column c... The product is O=S(=O)(NC1CC(C=CCCCCO)N(S(=O)(=O)c2ccc(Cl)cc2)C1)c1ccc(Cl)cc1. The reactants are [Al+3], COC(=O)CCCC=CC1CC(NS(=O)(=O)c2ccc(Cl)cc2)CN1S(=O)(=O)c1ccc(Cl)cc1, [H-], [H-], [H-], [H-], [Li+], C1CCOC1. As a reaction SMILES: [Al+3:37].[Cl:1][c:2]1[cH:3][cH:4][c:5]([S:8](=[O:9])(=[O:10])[N:11]2[CH:12]([CH:27]=[CH:28][CH2:29][CH2:30][CH2:31][C:32](=[O:33])[O:34][CH3:35])[CH2:13][CH:14]([NH:16][S:17](=[O:18])(=[O:19])[c:20]3[cH:21][cH:22][c:23]([Cl:26])[cH:24][cH:25]3)[CH2:15]2)[cH:6][cH:7]1.[H-:36].[H-:39].[H-:40].[H-:41].[Li+:38].[O:42]1[CH2:43][CH2:44][CH2:45][CH2:46]1>>[Cl:1][c:2]1[cH:3][cH:4][c:5]([S:8](=[O:9])(=[O:10])[N:11]2[CH:12]([CH:27]=[CH:28][CH2:29][CH2:30][CH2:31][CH2:32][OH:33])[CH2:13][CH:14]([NH:16][S:17](=[O:18])(=[O:19])[c:20]3[cH:21][cH:22][c:23]([Cl:26])[cH:24][cH:25]3)[CH2:15]2)[cH:6][cH:7]1. Starting materials: CC(=O)Cl, CN(C)C=O, Nc1ncnc2c1ncn2C1OC(CO)C(O)C1O, c1ccncc1. Product: CC(=O)OCC1OC(n2cnc3c(N)ncnc32)C(O)C1O. Reaction SMILES: [CH3:20][C:21]([Cl:22])=[O:23].[CH3:30][N:31]([CH3:32])[CH:33]=[O:34].[CH:1]1([n:10]2[c:11]3[n:12][cH:13][n:14][c:15]([NH2:19])[c:16]3[n:17][cH:18]2)[CH:2]([OH:3])[CH:4]([OH:5])[CH:6]([CH2:8][OH:9])[O:7]1.[n:24]1[cH:25][cH:26][cH:27][cH:28][cH:29]1>>[CH:1]1([n:10]2[c:11]3[n:12][cH:13][n:14][c:15]([NH2:19])[c:16]3[n:17][cH:18]2)[CH:2]([OH:3])[CH:4]([OH:5])[CH:6]([CH2:8][O:9][C:21]([CH3:20])=[O:23])[O:7]1. Starting materials: C1CCOC1 (THF), [Al+3].[Cl-].[Cl-].[Cl-] (AlCl3), [N-]=[N+]=[N-].[Na+] (NaN3), C(C1=CC=CC=C1)N1CCC(CC1)(NC1=C(C=CC=C1)F)C#N (1-benzyl-4-cyano-4-(2-fluoroanilino)piperidine). The solvent is O (water). Reaction conditions: time 15 hour. Product: C(C1=CC=CC=C1)N1CCC(CC1)(NC1=C(C=CC=C1)F)C1=NN=NN1 (1-benzyl-4-(1H-tetrazol-5-yl)-4-(2-fluoroanilino)piperidine). Isolated yield 70.0%. RXN SMILES: C1COCC1.[Al+3].[Cl-].[Cl-].[Cl-].[N-:10]=[N+:11]=[N-:12].[Na+].[CH2:14]([N:21]1[CH2:26][CH2:25][C:24]([C:35]#[N:36])([NH:27][C:28]2[CH:33]=[CH:32][CH:31]=[CH:30][C:29]=2[F:34])[CH2:23][CH2:22]1)[C:15]1[CH:20]=[CH:19][CH:18]=[CH:17][CH:16]=1>O>[CH2:14]([N:21]1[CH2:22][CH2:23][C:24]([C:35]2[NH:36][N:12]=[N:11][N:10]=2)([NH:27][C:28]2[CH:33]=[CH:32][CH:31]=[CH:30][C:29]=2[F:34])[CH2:25][CH2:26]1)[C:15]1[CH:20]=[CH:19][CH:18]=[CH:17][CH:16]=1 |f:1.2.3.4,5.6|. Procedure details: To 250 ml of stirring dry THF in a 500 ml r.b. flask at 0° C. under N2, AlCl3 (23.0 g, 172 mmol) was added in small portions. Subsequently, NaN3 (47.4 g, 729 mmol) and 1-benzyl-4-cyano-4-(2-fluoroanilino)piperidine (21.8 g, 70 mmol) were added. The resulting mixture was refluxed for 20 hours. It was cooled to room temperature and poured onto stirring water (300 ml). The THF layer was separated and the aqueous layer was extracted with additional THF (3×500 ml). The combined THF layers were dried ... Reactants: COC(=O)C1=C2C(=NC3=CC=CC=C13)SC=C2 (methyl-thieno[2,3-b]quinoline-4-carboxylate), [OH-].[Na+] (NaOH), Cl (HCl). Solvent: C(C)O (ethanol). Product: S1C=CC=2C1=NC1=CC=CC=C1C2C(=O)O (thieno[2,3-b]quinoline-4-carboxylic acid). RXN SMILES: C[O:2][C:3]([C:5]1[C:14]2[C:9](=[CH:10][CH:11]=[CH:12][CH:13]=2)[N:8]=[C:7]2[S:15][CH:16]=[CH:17][C:6]=12)=[O:4].[OH-].[Na+].Cl>C(O)C>[S:15]1[C:7]2=[N:8][C:9]3[C:14]([C:5]([C:3]([OH:4])=[O:2])=[C:6]2[CH:17]=[CH:16]1)=[CH:13][CH:12]=[CH:11][CH:10]=3 |f:1.2|. Procedure: 1.0 g (4.1 mmol) methyl-thieno[2,3-b]quinoline-4-carboxylate 14, 12 ml ethanol and 60 mL 1N NaOH were mixed and heated at reflux for 75 minutes. After cooling the green solution was acidified with 4N HCl to pH ˜1-2, whereupon a solid precipitated. Then the reaction mixture was extracted with 200 mL diethylether. The organic layer was separated and extracted now with 150 mL of a sodium bicarbonate solution (5%), which was acidified another time with 4N HCl to give the product 15 as a crystalline ... Reaction conditions: time 1 day. Run in CO (MeOH). Yield: 68.2%. As a reaction SMILES: C([N:8]1[CH2:13][CH2:12][C:11]([C:15]2[CH:20]=[C:19]([F:21])[CH:18]=[CH:17][C:16]=2[O:22][CH3:23])([OH:14])[CH2:10][CH2:9]1)C1C=CC=CC=1>CO>[F:21][C:19]1[CH:18]=[CH:17][C:16]([O:22][CH3:23])=[C:15]([C:11]2([OH:14])[CH2:10][CH2:9][NH:8][CH2:13][CH2:12]2)[CH:20]=1. Product: FC=1C=CC(=C(C1)C1(CCNCC1)O)OC (4-(5-fluoro-2-methoxy-phenyl)-4-hydroxypiperidine). Procedure details: In a round bottom flask at room temperature was placed with 1.95 g (6.18 mmole) 1-benzyl-4-(5-fluoro-2-methoxy-phenyl)-4-hydroxypiperidine, dry MeOH (40 mL), and the system purged with N2 for 5 min. To the solution, 1.95 g of 10% palladium on carbon was added. The system was again purged with N2 for 5 minutes followed by addition of 2 mL formic acid (88%). The resulting mixture was stirred at room temperature under N2 for one day. At this point, a further 2 mL of formic acid (88%) was added. The... The reactants are C(C1=CC=CC=C1)N1CCC(CC1)(O)C1=C(C=CC(=C1)F)OC (1-benzyl-4-(5-fluoro-2-methoxy-phenyl)-4-hydroxypiperidine). Reported procedure: A solution of 3-mesityl-2-methylaniline (5.0 g, 22 mmol) and α-acetyl-γ-butyrolactone (14.2 g, 0.11 mol) in ethanol (100 mL) was heated at reflux for three days. The mixture was evaporated, and the residue was purified by silica gel column chromatography (10% ethyl acetate/hexane), to give the title compound (7.08 g) as white crystals. Isolated yield 95.9%. Run in C(C)O (ethanol). The product is C1(=C(C(=CC(=C1)C)C)C=1C(=C(NC(C)=C2C(OCC2)=O)C=CC1)C)C (3-[1-(3-Mesityl-2-methylanilino)ethylidene]tetrahydro-2-furanone). The reactants are C1(=C(C(=CC(=C1)C)C)C=1C(=C(N)C=CC1)C)C (3-mesityl-2-methylaniline), C(C)(=O)C1C(=O)OCC1 (α-acetyl-γ-butyrolactone). Reaction SMILES: [C:1]1([CH3:17])[CH:6]=[C:5]([CH3:7])[CH:4]=[C:3]([CH3:8])[C:2]=1[C:9]1[C:10]([CH3:16])=[C:11]([CH:13]=[CH:14][CH:15]=1)[NH2:12].[C:18]([CH:21]1[CH2:26][CH2:25][O:24][C:22]1=[O:23])(=O)[CH3:19]>C(O)C>[C:1]1([CH3:17])[CH:6]=[C:5]([CH3:7])[CH:4]=[C:3]([CH3:8])[C:2]=1[C:9]1[C:10]([CH3:16])=[C:11]([CH:13]=[CH:14][CH:15]=1)[NH:12][C:18](=[C:21]1[CH2:26][CH2:25][O:24][C:22]1=[O:23])[CH3:19].